Dataset: the Open Reaction Database (ORD), a public repository of structured organic reaction records. Task: describe an organic reaction: reactants, conditions, products, and yield Starting materials: C(C)C1C(CC(C(C(OC(C2CCCCN2C(C(C2(C(CC(C(C(CC(CC(=C1)C)C)OC)O2)OC)C)O)=O)=O)=O)C(=CC2CC(C(CC2)OCC(OCC2=CC=CC=C2)C2=CC=CC=C2)OC)C)C)O[Si](C)(C)C(C)(C)C)=O (17-Ethyl-1-hydroxy-14-(tert-butyldimethylsiloxy)-12-[2'-(4"-(2"'-phenyl-2"'-benzyloxyethyloxy)-3"-methoxycyclohexyl)-1'-methylvinyl]-23,25-dimethoxy-13,19,21, 27-tetramethyl-11,28-dioxa-4-azatricyclo[22.3.1.04,9 ]octacos-18-ene-2,3,10,16-tetraone), C1=CC=NC=C1.F (hydrogen fluoride/pyridine). Solvent: C1CCOC1 (THF). Reaction conditions: time 6 hour. Yields the product C(C)C1C(CC(C(C(OC(C2CCCCN2C(C(C2(C(CC(C(C(CC(CC(=C1)C)C)OC)O2)OC)C)O)=O)=O)=O)C(=CC2CC(C(CC2)OCC(OCC2=CC=CC=C2)C2=CC=CC=C2)OC)C)C)O)=O (17-Ethyl-1,14-dihydroxy-12-[2'-(4"-(2"'-phenyl-2"'-benzyloxyethyloxy)-3"-methoxycyclohexyl)-1 '-methylvinyl]-23,25-dimethoxy-13,19,21,27-tetramethyl-11,28-dioxa-4-azatricyclo[22.3.1.04,9 ]octacos-18-ene-2,3,10,16-tetraone). Isolated yield 76.0%. Reaction SMILES: [CH2:1]([CH:3]1[CH:29]=[C:28]([CH3:30])[CH2:27][CH:26]([CH3:31])[CH2:25][CH:24]([O:32][CH3:33])[CH:23]2[O:34][C:19]([OH:38])([CH:20]([CH3:37])[CH2:21][CH:22]2[O:35][CH3:36])[C:18](=[O:39])[C:17](=[O:40])[N:16]2[CH:11]([CH2:12][CH2:13][CH2:14][CH2:15]2)[C:10](=[O:41])[O:9][CH:8]([C:42]([CH3:69])=[CH:43][CH:44]2[CH2:49][CH2:48][CH:47]([O:50][CH2:51][CH:52]([C:61]3[CH:66]=[CH:65][CH:64]=[CH:63][CH:62]=3)[O:53][CH2:54][C:55]3[CH:60]=[CH:59][CH:58]=[CH:57][CH:56]=3)[CH:46]([O:67][CH3:68])[CH2:45]2)[CH:7]([CH3:70])[CH:6]([O:71][Si](C(C)(C)C)(C)C)[CH2:5][C:4]1=[O:79])[CH3:2].C1C=CN=CC=1.F>C1COCC1>[CH2:1]([CH:3]1[CH:29]=[C:28]([CH3:30])[CH2:27][CH:26]([CH3:31])[CH2:25][CH:24]([O:32][CH3:33])[CH:23]2[O:34][C:19]([OH:38])([CH:20]([CH3:37])[CH2:21][CH:22]2[O:35][CH3:36])[C:18](=[O:39])[C:17](=[O:40])[N:16]2[CH:11]([CH2:12][CH2:13][CH2:14][CH2:15]2)[C:10](=[O:41])[O:9][CH:8]([C:42]([CH3:69])=[CH:43][CH:44]2[CH2:49][CH2:48][CH:47]([O:50][CH2:51][CH:52]([C:61]3[CH:62]=[CH:63][CH:64]=[CH:65][CH:66]=3)[O:53][CH2:54][C:55]3[CH:60]=[CH:59][CH:58]=[CH:57][CH:56]=3)[CH:46]([O:67][CH3:68])[CH2:45]2)[CH:7]([CH3:70])[CH:6]([OH:71])[CH2:5][C:4]1=[O:79])[CH3:2] |f:1.2|. Procedure details: To a solution of the product from Step A (22 mg) in THF (100 μl) was added hydrogen fluoride/pyridine and the reaction stirred at room temperature for 6 hours. The reaction was then quenched by the addition of saturated aqueous sodium bicarbonate and extracted into ethyl acetate. The organic phase was dried with magnesium sulphate and concentrated. The crude material was purified by column chromatography on silica gel eluting with 50% hexane:50% ethyl acetate to give the title compound (15 mg).